Dataset: the Open Reaction Database (ORD), a public repository of structured organic reaction records. Task: describe an organic reaction: reactants, conditions, products, and yield Reactants: C(C)(C)(C)OC(=O)N1CCC(CC1)=O (4-oxo-piperidine-1-carboxylic acid tert-butyl ester), COC(C1=C(C(=CC=C1)N)O)=O (3-Amino-2-hydroxybenzoic acid methyl ester), C(C1=CC=CC=C1)N1CCC(CC1)=O (1-benzylpiperidin-4-one), C(C)(=O)O[BH-](OC(C)=O)OC(C)=O.[Na+] (sodium triacetoxyborohydride), NC1=C(C=C(C#N)C=C1)OC1=C(C=CC=C1)Br (4-amino-3-(2-bromophenoxy)-benzonitrile), NC1=C(C=C(C#N)C=C1)OC1=C(C=CC=C1)Br (4-Amino-3-(2-bromophenoxy)-benzonitrile), C(C)(=O)O[BH-](OC(C)=O)OC(C)=O.C[N+](C)(C)C (tetramethylammonium triacetoxyborohydride). The product is COC(C1=C(C(=CC=C1)NC1CCN(CC1)CC1=CC=CC=C1)O)=O (3-(1-Benzylpiperidin-4-ylamino)-2-hydroxybenzoic acid methyl ester). RXN SMILES: [CH3:1][O:2][C:3](=[O:12])[C:4]1[CH:9]=[CH:8][CH:7]=[C:6]([NH2:10])[C:5]=1[OH:11].NC1C=CC(C#N)=CC=1OC1C=CC=CC=1Br.[CH2:30]([N:37]1[CH2:42][CH2:41][C:40](=O)[CH2:39][CH2:38]1)[C:31]1[CH:36]=[CH:35][CH:34]=[CH:33][CH:32]=1.C(OC(N1CCC(=O)CC1)=O)(C)(C)C.C(O[BH-](OC(=O)C)OC(=O)C)(=O)C.C[N+](C)(C)C.C(O[BH-](OC(=O)C)OC(=O)C)(=O)C.[Na+]>>[CH3:1][O:2][C:3](=[O:12])[C:4]1[CH:9]=[CH:8][CH:7]=[C:6]([NH:10][CH:40]2[CH2:39][CH2:38][N:37]([CH2:30][C:31]3[CH:36]=[CH:35][CH:34]=[CH:33][CH:32]=3)[CH2:42][CH2:41]2)[C:5]=1[OH:11] |f:4.5,6.7|. Procedure: Using an adaptation of the method described in Procedure 3, substituting 3-amino-2-hydroxybenzoic acid methyl ester, 1l for 4-amino-3-(2-bromophenoxy)-benzonitrile, 2a, 1-benzylpiperidin-4-one for 4-oxo-piperidine-1-carboxylic acid tert-butyl ester, and tetramethylammonium triacetoxyborohydride for sodium triacetoxyborohydride, the title compound 3-(1-benzylpiperidin-4-ylamino)-2-hydroxybenzoic acid methyl ester, 2l was obtained. Reactants: O=C([O-])O, CN1CCCC1=O, Nc1ccc(OCc2cccc(F)c2)c(Cl)c1, CCOCCn1ccc2ncnc(Cl)c21, [Na+]. Yields the product CCOCCn1ccc2ncnc(Nc3ccc(OCc4cccc(F)c4)c(Cl)c3)c21. RXN SMILES: [C:40](=[O:41])([O-:42])[OH:43].[CH3:33][N:34]1[CH2:35][CH2:36][CH2:37][C:38]1=[O:39].[Cl:16][c:17]1[cH:18][c:19]([NH2:20])[cH:21][cH:22][c:23]1[O:24][CH2:25][c:26]1[cH:27][c:28]([F:32])[cH:29][cH:30][cH:31]1.[Cl:1][c:2]1[c:3]2[c:4]([n:5][cH:6][n:7]1)[cH:8][cH:9][n:10]2[CH2:11][CH2:12][O:13][CH2:14][CH3:15].[Na+:44]>>[c:2]1([NH:20][c:19]2[cH:18][c:17]([Cl:16])[c:23]([O:24][CH2:25][c:26]3[cH:27][c:28]([F:32])[cH:29][cH:30][cH:31]3)[cH:22][cH:21]2)[c:3]2[c:4]([n:5][cH:6][n:7]1)[cH:8][cH:9][n:10]2[CH2:11][CH2:12][O:13][CH2:14][CH3:15]. Reactants: C(CCCCCCCCCCCCCCCCC)(=O)O (stearic acid). The reagents and catalysts are O=[Mn]=O (MnO2). The product is CCCCCCCCCCCCCCCCCC(=O)CCCCCCCCCCCCCCCCC (stearone). RXN SMILES: [C:1]([OH:20])(=O)[CH2:2][CH2:3][CH2:4][CH2:5][CH2:6][CH2:7][CH2:8][CH2:9][CH2:10][CH2:11][CH2:12][CH2:13][CH2:14][CH2:15][CH2:16][CH2:17][CH3:18]>O=[Mn]=O>[CH3:17][CH2:16][CH2:15][CH2:14][CH2:13][CH2:12][CH2:11][CH2:10][CH2:9][CH2:8][CH2:7][CH2:6][CH2:5][CH2:4][CH2:3][CH2:2][CH2:1][C:1]([CH2:2][CH2:3][CH2:4][CH2:5][CH2:6][CH2:7][CH2:8][CH2:9][CH2:10][CH2:11][CH2:12][CH2:13][CH2:14][CH2:15][CH2:16][CH2:17][CH3:18])=[O:20]. Procedure: A mixture of plant oils (linseed, soybean, and rapeseed oils) was pretreated by hydrolysis and distillation to obtain tatty acid fractions according to carbon numbers. The C18 acid fraction thus obtained was used as the feed, the fraction being diluted with a paraffinic diesel fuel of biological origin. C18 acid content of the feedstock thus obtained was 31%, by weight. Double bonds of the feedstock were selectively prehydrogenated, and the stearic acid was continuously ketonised at atmospheric ... Starting materials: CC(C)(C)OC(=O)NCCN, CC(=O)O, CS(C)=O, O=C(O)c1cn(C2CC2)c2cc(Cl)c(F)cc2c1=O. Yields the product CC(C)(C)OC(=O)NCCNc1cc2c(cc1F)c(=O)c(C(=O)O)cn2C1CC1. As a reaction SMILES: [C:1]([CH3:2])([CH3:3])([CH3:4])[O:5][C:6](=[O:7])[NH:8][CH2:9][CH2:10][NH2:11].[CH3:31][C:32](=[O:33])[OH:34].[CH3:35][S:36]([CH3:37])=[O:38].[Cl:12][c:13]1[c:14]([F:30])[cH:15][c:16]2[c:17](=[O:29])[c:18]([C:26](=[O:27])[OH:28])[cH:19][n:20]([CH:23]3[CH2:24][CH2:25]3)[c:21]2[cH:22]1>>[C:1]([CH3:2])([CH3:3])([CH3:4])[O:5][C:6](=[O:7])[NH:8][CH2:9][CH2:10][NH:11][c:13]1[c:14]([F:30])[cH:15][c:16]2[c:17](=[O:29])[c:18]([C:26](=[O:27])[OH:28])[cH:19][n:20]([CH:23]3[CH2:24][CH2:25]3)[c:21]2[cH:22]1.